This data is from the Open Reaction Database (ORD), a public repository of structured organic reaction records. The task is: describe an organic reaction: reactants, conditions, products, and yield Starting materials: BrC=1C(=NC=CC1)NN (3-bromo-2-hydrazinylpyridine), C(=O)(N1C=NC=C1)N1C=NC=C1 (carbonyldiimidazole). The solvent is O (water), CCOC(=O)C (EtOAc), C1CCOC1 (THF). Conditions: time 2 hour. Yields the product BrC=1C=2N(C=CC1)C(NN2)=O (8-bromo-[1,2,4]triazolo[4,3-a]pyridin-3(2H)-one). Isolated yield 35.1%. As a reaction SMILES: [Br:1][C:2]1[C:3]([NH:8][NH2:9])=[N:4][CH:5]=[CH:6][CH:7]=1.[C:10](N1C=CN=C1)(N1C=CN=C1)=[O:11]>C1COCC1.O.CCOC(C)=O>[Br:1][C:2]1[C:3]2[N:4]([C:10](=[O:11])[NH:9][N:8]=2)[CH:5]=[CH:6][CH:7]=1. Procedure details: To a solution of 1-4 (5.0 g, 26.6 mmol) in THF (50 mL) was added carbonyldiimidazole (5.61 g, 34.6 mmol), and the heterogeneous mixture was stirred for 2 h. The reaction was diluted with water (150 mL) and EtOAc (150 mL), causing a precipitate to form. The mixture was filtered through a sintered glass filter, yielding 2.0 g (35%) of 1-5 as a tan solid. 1H NMR (300 MHz, DMSO-d6) δ12.73 (s, 1H), 7.88 (dd, J=7.2, 0.9 Hz, 1H), 7.58 (dd, J=7.2, 0.9 Hz, 1H), 6.51 (app t, J=7.2 Hz, 1H). The reactants are CN(S(=O)(=O)C=1C=C(C(=O)N(C=2C=NC=CC2C=2C(=NC=CC2)OC)CC(=O)OC)C=C(C1)C(F)(F)F)C (Methyl 2-(3-(N,N-dimethylsulfamoyl)-N-(2-methoxy-3,4′-bipyridin-3′-yl)-5-(trifluoromethyl)benzamido)acetate), CS(=O)(=O)C=1C=C(C(=O)O)C=C(C1)C(F)(F)F (3-methanesulfonyl-5-trifluoromethyl-benzoic acid). Yields the product COC(CN(C=1C=NC=CC1C=1C(=NC=CC1)OC)C(C1=CC(=CC(=C1)C(F)(F)F)S(=O)(=O)C)=O)=O ([(3-Methanesulfonyl-5-trifluoromethyl-benzoyl)-(2-methoxy-[3,4′]bipyridinyl-3′-yl)-amino]-acetic acid methyl ester). RXN SMILES: CN(C)[S:3]([C:6]1[CH:7]=[C:8]([CH:31]=[C:32]([C:34]([F:37])([F:36])[F:35])[CH:33]=1)[C:9]([N:11]([CH2:26][C:27]([O:29][CH3:30])=[O:28])[C:12]1[CH:13]=[N:14][CH:15]=[CH:16][C:17]=1[C:18]1[C:19]([O:24][CH3:25])=[N:20][CH:21]=[CH:22][CH:23]=1)=[O:10])(=[O:5])=[O:4].[CH3:39]S(C1C=C(C=C(C(F)(F)F)C=1)C(O)=O)(=O)=O>>[CH3:30][O:29][C:27](=[O:28])[CH2:26][N:11]([C:9](=[O:10])[C:8]1[CH:31]=[C:32]([C:34]([F:37])([F:35])[F:36])[CH:33]=[C:6]([S:3]([CH3:39])(=[O:5])=[O:4])[CH:7]=1)[C:12]1[CH:13]=[N:14][CH:15]=[CH:16][C:17]=1[C:18]1[C:19]([O:24][CH3:25])=[N:20][CH:21]=[CH:22][CH:23]=1. Procedure: The title compound was prepared in analogy to example 90, from (2-methoxy-[3,4′]bipyridinyl-3′-ylamino)-acetic acid methyl ester (example 178, intermediate) and 3-methanesulfonyl-5-trifluoromethyl-benzoic acid (example 114, intermediate a) after a reaction time of 72 hours. The compound was purified by silica gel chromatography using a MPLC system (CombiFlash Companion, Isco Inc.) eluting with a gradient of n-heptane:EtOAc (100:0 to 20:80). The product-containing fractions were pooled and evapor... Starting materials: CCOc1cnc2[nH]cc([N+](=O)[O-])c2c1F, Cl, [Na+], [OH-], Cl[Sn](Cl)(Cl)Cl. Yields the product CCOc1cnc2[nH]cc(N)c2c1F. RXN SMILES: [CH2:6]([CH3:7])[O:8][c:9]1[c:10]([F:21])[c:11]2[c:12]([n:13][cH:14]1)[nH:15][cH:16][c:17]2[N+:18]([O-:19])=[O:20].[ClH:24].[Na+:23].[OH-:22].[Sn:1]([Cl:2])([Cl:3])([Cl:4])[Cl:5]>>[CH2:6]([CH3:7])[O:8][c:9]1[c:10]([F:21])[c:11]2[c:12]([n:13][cH:14]1)[nH:15][cH:16][c:17]2[NH2:18]. Starting materials: ClC1(C(NC2=C(CC1)C=CC(=C2)OC)=O)Cl (3,3-dichloro-8-methoxy-2,3,4,5-tetrahydro-1H-[1]-benzazepin-2-one), C(C)(=O)[O-].[Na+] (sodium acetate), [H][H] (hydrogen). Reagents/catalysts: [Pd] (Pd/C). Run in C(C)(=O)O (acetic acid). Run at time 1 hour. Yields the product ClC1C(NC2=C(CC1)C=CC(=C2)OC)=O (3-chloro-8-methoxy-2,3,4,5-tetrahydro-1H-[1]-benzazepin-2-one). RXN SMILES: [Cl:1][C:2]1(Cl)[CH2:8][CH2:7][C:6]2[CH:9]=[CH:10][C:11]([O:13][CH3:14])=[CH:12][C:5]=2[NH:4][C:3]1=[O:15].C([O-])(=O)C.[Na+].[H][H]>C(O)(=O)C.[Pd]>[Cl:1][CH:2]1[CH2:8][CH2:7][C:6]2[CH:9]=[CH:10][C:11]([O:13][CH3:14])=[CH:12][C:5]=2[NH:4][C:3]1=[O:15] |f:1.2|. Reported procedure: A solution of 3,3-dichloro-8-methoxy-2,3,4,5-tetrahydro-1H-[1]-benzazepin-2-one (20 g) and anhydrous sodium acetate (13.2 g) in glacial acetic acid (250 ml) was hydrogenated at atmospheric pressure using 10% Pd/C (1 g) as catalyst, until the uptake of hydrogen ceased. The catalyst was filtered off and the acetic acid was evaporated under reduced pressure. Water (100 ml) was added to the residue and the suspension stirred for 1 hour. The solid was filtered, washed with water (50 ml), and dried to...